From a dataset of the Open Reaction Database (ORD), a public repository of structured organic reaction records. describe an organic reaction: reactants, conditions, products, and yield Reactants: CC(C)O, CCOC(=O)C1CCN(Cc2c[nH]c3cc(-c4noc(-c5cnc(OC(C)C)c(Cl)c5)n4)ccc23)CC1, Cl, [Na+], [OH-], O. The product is CC(C)Oc1ncc(-c2nc(-c3ccc4c(CN5CCC(C(=O)O)CC5)c[nH]c4c3)no2)cc1Cl. Reaction SMILES: [CH:41]([OH:42])([CH3:43])[CH3:44].[Cl:3][c:4]1[cH:5][c:6](-[c:14]2[n:15][c:16](-[c:19]3[cH:20][cH:21][c:22]4[c:23]([CH2:28][N:29]5[CH2:30][CH2:31][CH:32]([C:35](=[O:36])[O:37][CH2:38][CH3:39])[CH2:33][CH2:34]5)[cH:24][nH:25][c:26]4[cH:27]3)[n:17][o:18]2)[cH:7][n:8][c:9]1[O:10][CH:11]([CH3:12])[CH3:13].[ClH:40].[Na+:2].[OH-:1].[OH2:45]>>[Cl:3][c:4]1[cH:5][c:6](-[c:14]2[n:15][c:16](-[c:19]3[cH:20][cH:21][c:22]4[c:23]([CH2:28][N:29]5[CH2:30][CH2:31][CH:32]([C:35](=[O:36])[OH:37])[CH2:33][CH2:34]5)[cH:24][nH:25][c:26]4[cH:27]3)[n:17][o:18]2)[cH:7][n:8][c:9]1[O:10][CH:11]([CH3:12])[CH3:13].